Dataset: the Open Reaction Database (ORD), a public repository of structured organic reaction records. Task: describe an organic reaction: reactants, conditions, products, and yield Reactants: COC=1C=C2C=CNC2=CC1 (5-methoxyindole), 25.8, NC(=S)N (thiourea), II (I2), ClCC#N (chloroacetonitrile). Product: COC=1C=C2C(=CNC2=CC1)SCC#N (5-methoxy-3-cyanomethylthioindole). RXN SMILES: [CH3:1][O:2][C:3]1[CH:4]=[C:5]2[C:9](=[CH:10][CH:11]=1)[NH:8][CH:7]=[CH:6]2.NC(N)=[S:14].II.Cl[CH2:19][C:20]#[N:21]>CO.O.C(OCC)C>[CH3:1][O:2][C:3]1[CH:4]=[C:5]2[C:9](=[CH:10][CH:11]=1)[NH:8][CH:7]=[C:6]2[S:14][CH2:19][C:20]#[N:21]. Procedure: To a solution of 50 g (0.34 mole) of 5-methoxyindole and 25.8 (0.34 mole) of thiourea in 1700 ml of 50% aqueous methanol was added 340 ml of KI/I2 in water over a 5 minute period and the reaction mixture was allowed to stir at room temperature for 3 hours. The reaction mixture was then evaporated in vacuo to about 1100 ml, 68 ml of 50% aqueous NaOH were added under nitrogen, the temperature brought to 85° and the mixture was stirred at 80°-90° for 40 minutes. The mixture was cooled and filtered ... Run at time 3 hour. Run in C(C)OCC (diethyl ether), CO (methanol), O (water). Yield: 42.0%. Starting materials: C(C)(C)(C)OC(=O)N1CCC(=CC1)C1=CC=C(C=2N=C(SC21)NC(=O)OC)OC (4-(4-methoxy-2-methoxycarbonylamino-benzothiazol-7-yl)-3,6-dihydro-2H-pyridine-1-carboxylic acid tert-butyl ester), Cl (HCl). Solvent: O1CCOCC1 (dioxane), C(CO)O (ethylene glycol), [OH-].[Na+] (NaOH). Conditions: temperature 100 celsius. Yields the product C(C)(C)(C)OC(=O)N1CCC(=CC1)C1=CC=C(C=2N=C(SC21)N)OC (4-(2-amino-4-methoxy-benzothiazol-7-yl)-3,6-dihydro-2H-pyridine-1-carboxylic acid tert-butyl ester). The yield is 89.9%. Reaction SMILES: [C:1]([O:5][C:6]([N:8]1[CH2:13][CH:12]=[C:11]([C:14]2[C:22]3[S:21][C:20]([NH:23]C(OC)=O)=[N:19][C:18]=3[C:17]([O:28][CH3:29])=[CH:16][CH:15]=2)[CH2:10][CH2:9]1)=[O:7])([CH3:4])([CH3:3])[CH3:2].Cl>O1CCOCC1.C(O)CO.[OH-].[Na+]>[C:1]([O:5][C:6]([N:8]1[CH2:9][CH:10]=[C:11]([C:14]2[C:22]3[S:21][C:20]([NH2:23])=[N:19][C:18]=3[C:17]([O:28][CH3:29])=[CH:16][CH:15]=2)[CH2:12][CH2:13]1)=[O:7])([CH3:4])([CH3:3])[CH3:2] |f:4.5|. Reported procedure: 0.9 g (0.002 Mol) 4-(4-methoxy-2-methoxycarbonylamino-benzothiazol-7-yl)-3,6-dihydro-2H-pyridine-1-carboxylic acid tert-butyl ester were dissolved in a mixture of 7 ml dioxane, 14 ml ethylene glycol and 14 ml 2 N NaOH and heated to 100° C. for 15 h. After cooling to room temperature the pH was adjusted to 7 with 1 N HCl. A precipitation formed, which was filtered, washed with water and dried in vacuo to yield 0.65 g (84%) 4-(2-amino-4-methoxy-benzothiazol-7-yl)-3,6-dihydro-2H-pyridine-1-carboxyl...